Dataset: the Open Reaction Database (ORD), a public repository of structured organic reaction records. Task: describe an organic reaction: reactants, conditions, products, and yield Starting materials: CC1=C(C(=O)C(=O)OCC)C=CC=C1 (ethyl 2-methylbenzoylformate), C(C)O (ethanol), Cl.NO (hydroxylamine hydrochloride). Run in CCCCCC (hexane). Yields the product O\N=C(\C(=O)OCC)/C1=C(C=CC=C1)C (ethyl (E)-α-hydroxyimino-o-tolylacetate). The yield is 68.0%. As a reaction SMILES: [CH3:1][C:2]1[CH:14]=[CH:13][CH:12]=[CH:11][C:3]=1[C:4]([C:6]([O:8][CH2:9][CH3:10])=[O:7])=O.C(O)C.Cl.[NH2:19][OH:20]>CCCCCC>[OH:20]/[N:19]=[C:4](\[C:3]1[CH:11]=[CH:12][CH:13]=[CH:14][C:2]=1[CH3:1])/[C:6]([O:8][CH2:9][CH3:10])=[O:7] |f:2.3|. Reported procedure: To a solution containing 19.2 g of ethyl 2-methylbenzoylformate (0.1 mol) and 100 ml of ethanol, 7.6 g of hydroxylamine hydrochloride (0.11 mol) was added and the resulting mixture was heated under reflux for 5 hours. Afterwards, the solvent was distilled off under reduced pressure as a work-up procedure to give a solid. The solid, to which hexane was added, was pulverized and 14.1 g of ethyl (E)-α-hydroxyimino-o-tolylacetate (yield; 68%) was filtered off. Furthermore, the concentrated residue o... The reactants are Cc1ccc(O)cc1[N+](=O)[O-], CCC(C)=O, CN(C)CCCl, Cl, [K+], [K+], O=C([O-])[O-]. Yields the product Cc1ccc(OCCN(C)C)cc1[N+](=O)[O-]. Reaction SMILES: [CH3:1][c:2]1[c:3]([N+:9](=[O:10])[O-:11])[cH:4][c:5]([OH:8])[cH:6][cH:7]1.[CH3:25][C:26](=[O:27])[CH2:28][CH3:29].[Cl:13][CH2:14][CH2:15][N:16]([CH3:17])[CH3:18].[ClH:12].[K+:19].[K+:20].[O-:21][C:22]([O-:23])=[O:24]>>[CH3:1][c:2]1[c:3]([N+:9](=[O:10])[O-:11])[cH:4][c:5]([O:8][CH2:14][CH2:15][N:16]([CH3:17])[CH3:18])[cH:6][cH:7]1. The reactants are Cl (HCl), Cl.NC1=CC=C(C=N1)CC(C(=O)O)C=1N=CN(C1)C1CCCCC1 (3-(6-Aminopyridin-3-yl)-2-(1-cyclohexyl-1H-imidazol-4-yl)propionic acid hydrochloride), C1(CC1)CO (cyclopropylcarbinol). Run at time 12 hour. The product is NC1=CC=C(C=N1)CC(C(=O)OCC1CC1)C=1N=CN(C1)C1CCCCC1 (Cyclopropylmethyl 3-(6-aminopyridin-3-yl)-2-(1-cyclohexyl-1H-imidazol-4-yl)propionate). RXN SMILES: Cl.Cl.[NH2:3][C:4]1[N:9]=[CH:8][C:7]([CH2:10][CH:11]([C:15]2[N:16]=[CH:17][N:18]([CH:20]3[CH2:25][CH2:24][CH2:23][CH2:22][CH2:21]3)[CH:19]=2)[C:12]([OH:14])=[O:13])=[CH:6][CH:5]=1.[CH:26]1([CH2:29]O)[CH2:28][CH2:27]1>>[NH2:3][C:4]1[N:9]=[CH:8][C:7]([CH2:10][CH:11]([C:15]2[N:16]=[CH:17][N:18]([CH:20]3[CH2:25][CH2:24][CH2:23][CH2:22][CH2:21]3)[CH:19]=2)[C:12]([O:14][CH2:29][CH:26]2[CH2:28][CH2:27]2)=[O:13])=[CH:6][CH:5]=1 |f:1.2|. Procedure: 1 ml of an HCl-saturated ether solution was added to a solution of 50.0 mg (0.16 mmol) of the compound from example 1i in 2 ml of cyclopropylcarbinol and stirred at room temperature for 12 h. The solution was then concentrated to dryness, and the resulting residue was dried under high vacuum. Purification by chromatography on silica gel with CH2Cl2/methanol as mobile phase afforded 29 mg of the title compound in the form of an amorphous solid. Starting materials: CN1CCC(CC1)C1=CNC2=CC=C(C=C12)CC(CO)N ((±)-3-[3-(1-Methyl-4-piperidyl)-1H-indol-5-yl]-2-amino-1-propanol), C(OCC)(OCC)=O (diethyl carbonate), C([O-])([O-])=O.[K+].[K+] (potassium carbonate). Solvent: CO (methanol). Run at temperature 130 celsius. Yields the product CN1CCC(CC1)C1=CNC2=CC=C(C=C12)CC1NCOC1 ((±)-3-(1-Methyl-4-piperidyl)-5-(1,3-oxazolidin-4-ylmethyl)-1H -indole). Yield: 66.0%. Reaction SMILES: [CH3:1][N:2]1[CH2:7][CH2:6][CH:5]([C:8]2[C:16]3[C:11](=[CH:12][CH:13]=[C:14]([CH2:17][CH:18]([NH2:21])[CH2:19][OH:20])[CH:15]=3)[NH:10][CH:9]=2)[CH2:4][CH2:3]1.[C:22](=O)(OCC)OCC.C(=O)([O-])[O-].[K+].[K+]>CO>[CH3:1][N:2]1[CH2:7][CH2:6][CH:5]([C:8]2[C:16]3[C:11](=[CH:12][CH:13]=[C:14]([CH2:17][CH:18]4[CH2:19][O:20][CH2:22][NH:21]4)[CH:15]=3)[NH:10][CH:9]=2)[CH2:4][CH2:3]1 |f:2.3.4|. Reported procedure: A mixture of the product from step (f) (1.6 g), diethyl carbonate (0.71 g) and potassium carbonate (0.08 g) was heated at 130° C. for 5 hours. The mixture was cooled, taken up in methanol and the insoluble potassium carbonate filtered off. The filtrate was evaporated in vacuo and the residue eluted through a silica column using DCM/EtOH/NH4OH (30:8:1) as eluant to give a colourless foam which was crystallised from isopropanol/ether to give the desired product as a colourless crystalline solid (1... The reactants are ClCC(=O)Cl (Chloroacetyl chloride), NC1=NC=2C=CC=CC2C2=C1N=C(N2CCCNCC=2C=C(C=CC2)CC(=O)OC)COCC (Methyl 2-(3-((3-(4-amino-2-(ethoxymethyl)-1H-imidazo[4,5-c]quinolin-1-yl)propylamino)methyl)phenyl)acetate). Solvent: CC#N (MeCN). Reaction conditions: time 2 hour. Product: NC1=NC=2C=CC=CC2C2=C1N=C(N2CCCN(C(CCl)=O)CC=2C=C(C=CC2)CC(=O)OC)COCC (Methyl 2-(3-((N-(3-(4-amino-2-(ethoxymethyl)-1H-imidazo[4,5-c]quinolin-1-yl)propyl)-2-chloroacetamido)methyl)phenyl)acetate). As a reaction SMILES: [Cl:1][CH2:2][C:3](Cl)=[O:4].[NH2:6][C:7]1[C:16]2[N:17]=[C:18]([CH2:36][O:37][CH2:38][CH3:39])[N:19]([CH2:20][CH2:21][CH2:22][NH:23][CH2:24][C:25]3[CH:26]=[C:27]([CH2:31][C:32]([O:34][CH3:35])=[O:33])[CH:28]=[CH:29][CH:30]=3)[C:15]=2[C:14]2[CH:13]=[CH:12][CH:11]=[CH:10][C:9]=2[N:8]=1>CC#N>[NH2:6][C:7]1[C:16]2[N:17]=[C:18]([CH2:36][O:37][CH2:38][CH3:39])[N:19]([CH2:20][CH2:21][CH2:22][N:23]([CH2:24][C:25]3[CH:26]=[C:27]([CH2:31][C:32]([O:34][CH3:35])=[O:33])[CH:28]=[CH:29][CH:30]=3)[C:3](=[O:4])[CH2:2][Cl:1])[C:15]=2[C:14]2[CH:13]=[CH:12][CH:11]=[CH:10][C:9]=2[N:8]=1. Procedure: Chloroacetyl chloride (0.059 mL) was added to the product of step (v) (25 mg) in MeCN (2 mL) at rt under nitrogen. The resulting solution was stirred at rt for 2 h, then concentrated in vacuo and azeotroped with toluene, yield 30 mg. The reactants are C(C)(C)(C)OC(=O)N1CCN(CC1)CCSC=1NC2=C(N1)C=C(C(=C2)F)F (1-tert-butoxycarbonyl-4-[2-(5,6-difluorobenzimidazol-2-ylthio)ethyl]piperazine), FC(C(=O)O)(F)F (trifluoroacetic acid), CCOCC (ether). Run in CCCCCC (hexane). Yields the product FC(C(=O)O)(F)F.FC(C(=O)O)(F)F.FC(C(=O)O)(F)F.FC1=CC2=C(N=C(N2)SCCN2CCNCC2)C=C1F (1-[2-(5,6-difluorobenzimidazol-2-ylthio)ethyl]piperazine tris(trifluoroacetic acid) salt). Yield: 82.0%. RXN SMILES: C(OC([N:8]1[CH2:13][CH2:12][N:11]([CH2:14][CH2:15][S:16][C:17]2[NH:18][C:19]3[CH:25]=[C:24]([F:26])[C:23]([F:27])=[CH:22][C:20]=3[N:21]=2)[CH2:10][CH2:9]1)=O)(C)(C)C.[F:28][C:29]([F:34])([F:33])[C:30]([OH:32])=[O:31].CCOCC>CCCCCC>[F:28][C:29]([F:34])([F:33])[C:30]([OH:32])=[O:31].[F:28][C:29]([F:34])([F:33])[C:30]([OH:32])=[O:31].[F:28][C:29]([F:34])([F:33])[C:30]([OH:32])=[O:31].[F:27][C:23]1[C:24]([F:26])=[CH:25][C:19]2[N:18]=[C:17]([S:16][CH2:15][CH2:14][N:11]3[CH2:12][CH2:13][NH:8][CH2:9][CH2:10]3)[NH:21][C:20]=2[CH:22]=1 |f:4.5.6.7|. Procedure: Under stirring in an ice-bath, 1-tert-butoxycarbonyl-4-[2-(5,6-difluorobenzimidazol-2-ylthio)ethyl]piperazine (7.26 g, 18.22 mmol) was added to trifluoroacetic acid (50 mL) over 15 minutes and dissolved. After the mixture had been stirred for ten minutes under cooling with ice, ether (100 mL) and hexane (100 mL) were added thereto, and the formed crystals were collected through filtration. The crystals were recrystallized from ethanol-ether, to thereby yield 1-[2-(5,6-difluorobenzimidazol-2-ylth... Reactants: CCC(Cl)Cl, CO, COc1ccccc1-c1cc(F)cc2c1OC(CN=[N+]=[N-])CC2, [NH4+], C1CCOC1, [OH-], O, c1ccc(P(c2ccccc2)c2ccccc2)cc1. Yields the product COc1ccccc1-c1cc(F)cc2c1OC(CN)CC2. Reaction SMILES: [CH2:51]([CH:52]([Cl:53])[Cl:54])[CH3:55].[CH3:43][OH:44].[N:1](=[N+:2]=[N-:3])[CH2:4][CH:5]1[O:6][c:7]2[c:8](-[c:16]3[c:17]([O:22][CH3:23])[cH:18][cH:19][cH:20][cH:21]3)[cH:9][c:10]([F:15])[cH:11][c:12]2[CH2:13][CH2:14]1.[NH4+:57].[O:45]1[CH2:46][CH2:47][CH2:48][CH2:49]1.[OH-:56].[OH2:50].[c:24]1([P:25]([c:26]2[cH:27][cH:28][cH:29][cH:30][cH:31]2)[c:32]2[cH:33][cH:34][cH:35][cH:36][cH:37]2)[cH:38][cH:39][cH:40][cH:41][cH:42]1>>[NH2:1][CH2:4][CH:5]1[O:6][c:7]2[c:8](-[c:16]3[c:17]([O:22][CH3:23])[cH:18][cH:19][cH:20][cH:21]3)[cH:9][c:10]([F:15])[cH:11][c:12]2[CH2:13][CH2:14]1.